From a dataset of the Open Reaction Database (ORD), a public repository of structured organic reaction records. describe an organic reaction: reactants, conditions, products, and yield Starting materials: CCC(C)(C)N, CC#N, C#CC1CCC(C#N)N1C(=O)CCl. Yields the product C#CC1CCC(C#N)N1C(=O)CNC(C)(C)CC. RXN SMILES: [C:14]([CH3:15])([CH3:16])([CH2:17][CH3:18])[NH2:19].[CH3:20][C:21]#[N:22].[Cl:1][CH2:2][C:3](=[O:4])[N:5]1[CH:6]([C:12]#[N:13])[CH2:7][CH2:8][CH:9]1[C:10]#[CH:11]>>[CH2:2]([C:3](=[O:4])[N:5]1[CH:6]([C:12]#[N:13])[CH2:7][CH2:8][CH:9]1[C:10]#[CH:11])[NH:19][C:14]([CH3:15])([CH3:16])[CH2:17][CH3:18]. Reactants: NCCCCCCN1CCC(CC1)C=1C=C(C=CC1)NC(C(C)C)=O (N-{3-[1-(6-aminohexyl)-4-piperidinyl]phenyl}-2-methylpropanamide), C1=CC=C(C=C1)C2=CC=C(C=C2)N=C=O (4-biphenyl isocyanate). The solvent is C1CCOC1 (THF). The product is C1(=CC=C(C=C1)NC(=O)NCCCCCCN1CCC(CC1)C=1C=C(C=CC1)NC(C(C)C)=O)C1=CC=CC=C1 (N-{3-[1-(6-{[([1,1′-BIPHENYL]-4-YLAMINO)CARBONYL]AMINO}HEXYL)-4-PIPERIDINYL]PHENYL}-2-METHYLPROPANAMIDE). RXN SMILES: [NH2:1][CH2:2][CH2:3][CH2:4][CH2:5][CH2:6][CH2:7][N:8]1[CH2:13][CH2:12][CH:11]([C:14]2[CH:15]=[C:16]([NH:20][C:21](=[O:25])[CH:22]([CH3:24])[CH3:23])[CH:17]=[CH:18][CH:19]=2)[CH2:10][CH2:9]1.[CH:26]1[CH:31]=[CH:30][C:29]([C:32]2[CH:37]=[CH:36][C:35]([N:38]=[C:39]=[O:40])=[CH:34][CH:33]=2)=[CH:28][CH:27]=1>C1COCC1>[C:32]1([C:29]2[CH:28]=[CH:27][CH:26]=[CH:31][CH:30]=2)[CH:33]=[CH:34][C:35]([NH:38][C:39]([NH:1][CH2:2][CH2:3][CH2:4][CH2:5][CH2:6][CH2:7][N:8]2[CH2:13][CH2:12][CH:11]([C:14]3[CH:15]=[C:16]([NH:20][C:21](=[O:25])[CH:22]([CH3:23])[CH3:24])[CH:17]=[CH:18][CH:19]=3)[CH2:10][CH2:9]2)=[O:40])=[CH:36][CH:37]=1. Reported procedure: Prepared by Procedure Q1 (THF) and Scheme AT using N-{3-[1-(6-aminohexyl)-4-piperidinyl]phenyl}-2-methylpropanamide and 4-biphenyl isocyanate: ESMS m/e: 541.3 (M+H)+. The reactants are CCOc1cc(C(CC(C)=O)NC(=O)OC(C)(C)C)ccc1OC, C1CCOC1, [Li]C, CO. Yields the product CCOc1cc(C(CC(C)(C)O)NC(=O)OC(C)(C)C)ccc1OC. As a reaction SMILES: [C:1]([CH3:2])([CH3:3])([CH3:4])[O:5][C:6]([NH:7][CH:8]([CH2:9][C:10]([CH3:11])=[O:12])[c:13]1[cH:14][c:15]([O:21][CH2:22][CH3:23])[c:16]([O:19][CH3:20])[cH:17][cH:18]1)=[O:24].[CH2:29]1[O:30][CH2:31][CH2:32][CH2:33]1.[CH3:25][Li:26].[CH3:27][OH:28]>>[C:1]([CH3:2])([CH3:3])([CH3:4])[O:5][C:6]([NH:7][CH:8]([CH2:9][C:10]([CH3:11])([OH:12])[CH3:25])[c:13]1[cH:14][c:15]([O:21][CH2:22][CH3:23])[c:16]([O:19][CH3:20])[cH:17][cH:18]1)=[O:24]. Conditions: time 30 minute. Yield: 28.8%. Yields the product C(C1=CC=CC=C1)O[C@@H]1C(O[C@@]([C@@H]([C@H]1OCC1=CC=CC=C1)OCC1=CC=CC=C1)(OC)C1=CC(=C(C=C1)Cl)CC=1C=CC2=C(CCO2)C1)(CO)CO ([(3S,4S,5R,6S)-3,4,5-tribenzyloxy-6-[4-chloro-3-(2,3-dihydrobenzofuran-5-ylmethyl)phenyl]-2-(hydroxymethyl)-6-methoxy-tetrahydropyran-2-yl]methanol). Reactants: C(C1=CC=CC=C1)O[C@@H]1[C@](O[C@@]([C@@H]([C@H]1OCC1=CC=CC=C1)OCC1=CC=CC=C1)(OC)C1=CC(=C(C=C1)Cl)CC=1C=CC2=C(CCO2)C1)(C=O)CO ((2S,3S,4S,5R,6S)-3,4,5-tribenzyloxy-6-[4-chloro-3-(2,3-dihydrobenzofuran-5-ylmethyl)phenyl]-2-(hydroxymethyl)-6-methoxy-tetrahydropyran-2-carbaldehyde), [BH4-].[Na+] (sodium borohydride). RXN SMILES: [CH2:1]([O:8][C@H:9]1[C@H:14]([O:15][CH2:16][C:17]2[CH:22]=[CH:21][CH:20]=[CH:19][CH:18]=2)[C@@H:13]([O:23][CH2:24][C:25]2[CH:30]=[CH:29][CH:28]=[CH:27][CH:26]=2)[C@@:12]([C:33]2[CH:38]=[CH:37][C:36]([Cl:39])=[C:35]([CH2:40][C:41]3[CH:42]=[CH:43][C:44]4[O:48][CH2:47][CH2:46][C:45]=4[CH:49]=3)[CH:34]=2)([O:31][CH3:32])[O:11][C@:10]1([CH2:52][OH:53])[CH:50]=[O:51])[C:2]1[CH:7]=[CH:6][CH:5]=[CH:4][CH:3]=1.[BH4-].[Na+]>>[CH2:1]([O:8][C@H:9]1[C@H:14]([O:15][CH2:16][C:17]2[CH:22]=[CH:21][CH:20]=[CH:19][CH:18]=2)[C@@H:13]([O:23][CH2:24][C:25]2[CH:26]=[CH:27][CH:28]=[CH:29][CH:30]=2)[C@@:12]([C:33]2[CH:38]=[CH:37][C:36]([Cl:39])=[C:35]([CH2:40][C:41]3[CH:42]=[CH:43][C:44]4[O:48][CH2:47][CH2:46][C:45]=4[CH:49]=3)[CH:34]=2)([O:31][CH3:32])[O:11][C:10]1([CH2:52][OH:53])[CH2:50][OH:51])[C:2]1[CH:3]=[CH:4][CH:5]=[CH:6][CH:7]=1 |f:1.2|. Procedure details: (2S,3S,4S,5R,6S)-3,4,5-tribenzyloxy-6-[4-chloro-3-(2,3-dihydrobenzofuran-5-ylmethyl)phenyl]-2-(hydroxymethyl)-6-methoxy-tetrahydropyran-2-carbaldehyde 5j (4.36 g, 5.93 mmol) was dissolved in 50 mL of mixed solution (THF and MeOH, v:v=1:1), followed by addition of sodium borohydride (0.45 g, 11.9 mmol). The reaction mixture was stirred for 30 minutes. Thereafter, the reaction mixture was concentrated under reduced pressure and the resulting residue was purified by silica gel chromatography with e... Run in mixed solution. The reactants are Cl (HCl), N1=CC=CC=C1 (pyridine), [Cl-].Cl.COC1=C(C=CC=C1)C1=NC2=C3N=CC=CC3=CC=C2C=C1 (2-(2-methoxyphenyl)-1,10-phenanthroline hydrochloride chloride). The solvent is O (water), O (water). Reaction conditions: temperature 140 celsius, time 1 hour. Yields the product OC1=C(C=CC=C1)C1=NC2=C3N=CC=CC3=CC=C2C=C1 (2-(2-Hydroxyphenyl)-1,10-Phenanthroline). Reaction SMILES: Cl.N1C=CC=CC=1.[Cl-].Cl.C[O:11][C:12]1[CH:17]=[CH:16][CH:15]=[CH:14][C:13]=1[C:18]1[CH:31]=[CH:30][C:29]2[C:20](=[C:21]3[C:26](=[CH:27][CH:28]=2)[CH:25]=[CH:24][CH:23]=[N:22]3)[N:19]=1>O>[OH:11][C:12]1[CH:17]=[CH:16][CH:15]=[CH:14][C:13]=1[C:18]1[CH:31]=[CH:30][C:29]2[C:20](=[C:21]3[C:26](=[CH:27][CH:28]=2)[CH:25]=[CH:24][CH:23]=[N:22]3)[N:19]=1 |f:2.3.4|. Reported procedure: Concentrated HCl (17.6 mL) and pyridine (16 mL) were mixed together at room temperature. The resulting solution was heated on a sand bath while passing nitrogen over the surface of the solution and the distillate collected in a Dean-Stark trap. The internal temperature of the reaction was allowed to reach 215-220° C. over a 1 hour period. The solution was allowed to cool to 140° C. and 2-(2-methoxyphenyl)-1,10-phenanthroline hydrochloride chloride (6 g, 18.59 mMole) then added. With good stirrin... Starting materials: Cl.Cl.CC1(OC2=C(O1)C=C(C(=C2)N)N)C (2,2-dimethyl-1,3-benzodioxole-5,6-diamine dihydrochloride), [OH-].[K+] (potassium hydroxide), C(C)(=O)O (acetic acid), C(C)OC(=S)[S-].[K+] (potassium ethylxanthate). Run in C(C)(C)O (isopropanol), O (water), O (water). The product is CC1(OC=2C(=CC3=C(N=C(N3)S)C2)O1)C (2,2-dimethyl-5H-1,3-dioxolo(4,5-f)benzimidazole-6-thiol). The yield is 78.1%. RXN SMILES: Cl.Cl.[CH3:3][C:4]1([CH3:15])[O:8][C:7]2[CH:9]=[C:10]([NH2:14])[C:11]([NH2:13])=[CH:12][C:6]=2[O:5]1.[OH-].[K+].C(O[C:21]([S-])=[S:22])C.[K+].C(O)(=O)C>C(O)(C)C.O>[CH3:3][C:4]1([CH3:15])[O:5][C:6]2=[CH:12][C:11]3[NH:13][C:21]([SH:22])=[N:14][C:10]=3[CH:9]=[C:7]2[O:8]1 |f:0.1.2,3.4,5.6|. Procedure: To 18.8 g of 2,2-dimethyl-1,3-benzodioxole-5,6-diamine dihydrochloride in 250 ml of isopropanol were added first a solution of 8.6 g of potassium hydroxide in 25 ml of water and then 13.7 g of potassium ethylxanthate, and the mixture was left to boil at reflux overnight. The mixture was diluted with 250 ml of water, neutralized with glacial acetic acid and suction filtered. There were obtained 12.9 g (78.2% of theory) of 2,2-dimethyl-5H-1,3-dioxolo(4,5-f)benzimidazole-6-thiol with a melting poin... Reactants: CC(=O)OCC(=O)Cl, Nc1nc2c(Cl)cccc2s1, c1ccncc1. Yields the product CC(=O)OCC(=O)Nc1nc2c(Cl)cccc2s1. RXN SMILES: [C:12]([CH3:13])(=[O:14])[O:15][CH2:16][C:17](=[O:18])[Cl:19].[NH2:1][c:2]1[s:3][c:4]2[c:5]([n:6]1)[c:7]([Cl:11])[cH:8][cH:9][cH:10]2.[cH:20]1[cH:21][cH:22][n:23][cH:24][cH:25]1>>[NH:1]([c:2]1[s:3][c:4]2[c:5]([n:6]1)[c:7]([Cl:11])[cH:8][cH:9][cH:10]2)[C:17]([CH2:16][O:15][C:12]([CH3:13])=[O:14])=[O:18]. Starting materials: BrC1=CC(=CC=C1)[N+](=O)[O-] (1-bromo-3-nitrobenzene), N1=CC=C(C=C1)B(O)O (pyridin-4-ylboronic acid), Pd(Ph3)4, C([O-])(O)=O.[Na+] (sodium bicarbonate), C([O-])([O-])=O.[Cs+].[Cs+] (cesium carbonate). The solvent is CN(C)C=O (DMF). Reaction conditions: temperature 70 celsius, time 8 hour. Yields the product [N+](=O)([O-])C=1C=C(C=CC1)C1=CC=NC=C1 (4-(3-Nitrophenyl)pyridine). RXN SMILES: Br[C:2]1[CH:7]=[CH:6][CH:5]=[C:4]([N+:8]([O-:10])=[O:9])[CH:3]=1.[N:11]1[CH:16]=[CH:15][C:14](B(O)O)=[CH:13][CH:12]=1.C(=O)(O)[O-].[Na+].C(=O)([O-])[O-].[Cs+].[Cs+]>CN(C=O)C>[N+:8]([C:4]1[CH:3]=[C:2]([C:14]2[CH:15]=[CH:16][N:11]=[CH:12][CH:13]=2)[CH:7]=[CH:6][CH:5]=1)([O-:10])=[O:9] |f:2.3,4.5.6|. Reported procedure: To a 250 ml flask was added 1-bromo-3-nitrobenzene 34.1.A (500 mg, 2.5 mmol), pyridin-4-ylboronic acid (665 mg, 5.45 mmol), and Pd(Ph3)4 (578 mg, 0.5 mmole), 40 ml of DMF, 10 ml of saturated aqueous sodium bicarbonate and cesium carbonate (1.63 g, 5.0 mmol). The resulting mixture was stirred overnight at 70° C., at which time the reaction mixture was partitioned between 500 ml of EtOAc and 100 ml of water. The organic layer was extracted twice more with 100 ml of water and the organic phase was ...